This data is from the Open Reaction Database (ORD), a public repository of structured organic reaction records. The task is: describe an organic reaction: reactants, conditions, products, and yield Starting materials: [O-]CC.[Na+] (sodium ethoxide), ClC=1C(=NC=CC1OC1=C(C=C(C=C1)NC(=O)C=1C(N(C=CC1I)C1=CC=C(C=C1)F)=O)F)C(=O)N (3-chloro-4-(2-fluoro-4-(1-(4-fluorophenyl)-4-iodo-2-oxo-1,2-dihydropyridine-3-carboxamido)phenoxy)-picolinamide), ClC=1C(=NC=CC1OC1=C(C=C(C=C1)NC(=O)C=1C(N(C=CC1Cl)C1=CC=C(C=C1)F)=O)F)C(=O)N (3-chloro-4-(4-(4-chloro-1-(4-fluorophenyl)-2-oxo-1,2-dihydropyridine-3-carboxamido)-2-fluorophenoxy)picolinamide), [H-].[Na+] (Sodium hydride). Run in C1CCOC1 (THF), C(C)O (ethanol). Conditions: time 5 minute. The product is ClC=1C(=NC=CC1OC1=C(C=C(C=C1)NC(=O)C=1C(N(C=CC1OCC)C1=CC=C(C=C1)F)=O)F)C(=O)N (3-Chloro-4-(4-(4-ethoxy-1-(4-fluorophenyl)-2-oxo-1,2-dihydropyridine-3-carboxamido)-2-fluorophenoxy)picolinamide). Yield: 88.0%. As a reaction SMILES: [H-].[Na+].[O-:3][CH2:4][CH3:5].[Na+].[Cl:7][C:8]1[C:9]([C:40]([NH2:42])=[O:41])=[N:10][CH:11]=[CH:12][C:13]=1[O:14][C:15]1[CH:20]=[CH:19][C:18]([NH:21][C:22]([C:24]2[C:25](=[O:38])[N:26]([C:31]3[CH:36]=[CH:35][C:34]([F:37])=[CH:33][CH:32]=3)[CH:27]=[CH:28][C:29]=2I)=[O:23])=[CH:17][C:16]=1[F:39].ClC1C(C(N)=O)=NC=CC=1OC1C=CC(NC(C2C(=O)N(C3C=CC(F)=CC=3)C=CC=2Cl)=O)=CC=1F>C1COCC1.C(O)C>[Cl:7][C:8]1[C:9]([C:40]([NH2:42])=[O:41])=[N:10][CH:11]=[CH:12][C:13]=1[O:14][C:15]1[CH:20]=[CH:19][C:18]([NH:21][C:22]([C:24]2[C:25](=[O:38])[N:26]([C:31]3[CH:36]=[CH:35][C:34]([F:37])=[CH:33][CH:32]=3)[CH:27]=[CH:28][C:29]=2[O:3][CH2:4][CH3:5])=[O:23])=[CH:17][C:16]=1[F:39] |f:0.1,2.3|. Procedure details: Sodium hydride (1.89 g, 47.2 mmol, 60% dispersion in mineral oil, Aldrich) was added slowly to a solution of ethanol (77 mL, Aldrich>99.5% 200 proof) and THF (77 mL) under N2 and the resulting mixture was stirred at rt for 5 min. The sodium ethoxide solution was then added to a mixture of 3-chloro-4-(2-fluoro-4-(1-(4-fluorophenyl)-4-iodo-2-oxo-1,2-dihydropyridine-3-carboxamido)phenoxy)-picolinamide and 3-chloro-4-(4-(4-chloro-1-(4-fluorophenyl)-2-oxo-1,2-dihydropyridine-3-carboxamido)-2-fluoroph... The reactants are Cc1ccc(C)c(S(=O)(=O)Cl)c1, CN(C)C=O, Nc1nc(N)c2c(ccc3[nH]ccc32)n1. Product: Cc1ccc(C)c(S(=O)(=O)n2ccc3c4c(N)nc(N)nc4ccc32)c1. As a reaction SMILES: [CH3:16][c:17]1[c:18]([S:24](=[O:25])(=[O:26])[Cl:27])[cH:19][c:20]([CH3:23])[cH:21][cH:22]1.[CH3:28][N:29]([CH3:30])[CH:31]=[O:32].[c:1]1([NH2:15])[n:2][c:3]([NH2:14])[n:4][c:5]2[cH:6][cH:7][c:8]3[c:9]([c:10]12)[cH:11][cH:12][nH:13]3>>[c:1]1([NH2:15])[n:2][c:3]([NH2:14])[n:4][c:5]2[cH:6][cH:7][c:8]3[c:9]([c:10]12)[cH:11][cH:12][n:13]3[S:24]([c:18]1[c:17]([CH3:16])[cH:22][cH:21][c:20]([CH3:23])[cH:19]1)(=[O:25])=[O:26]. Product: CCOC(=O)C(C#N)=Cc1cc(OC)cc(OC)c1. Reaction SMILES: [C:13](#[N:14])[CH2:15][C:16](=[O:17])[O:18][CH2:19][CH3:20].[CH2:21]1[CH2:22][CH2:23][NH:24][CH2:25][CH2:26]1.[CH3:1][O:2][c:3]1[cH:4][c:5]([CH:6]=[O:7])[cH:8][c:9]([O:11][CH3:12])[cH:10]1>>[CH3:1][O:2][c:3]1[cH:4][c:5]([CH:6]=[C:15]([C:13]#[N:14])[C:16](=[O:17])[O:18][CH2:19][CH3:20])[cH:8][c:9]([O:11][CH3:12])[cH:10]1. Reactants: CCOC(=O)CC#N, C1CCNCC1, COc1cc(C=O)cc(OC)c1. Starting materials: CCOC(C)=O, Clc1ccn2ccnc2c1, O=C1CCC(=O)N1Br, CN(C)C=O. Product: Clc1ccn2c(Br)cnc2c1. RXN SMILES: [CH3:24][CH2:25][O:26][C:27]([CH3:28])=[O:29].[Cl:1][c:2]1[cH:3][c:4]2[n:5]([cH:6][cH:7]1)[cH:8][cH:9][n:10]2.[O:11]=[C:12]1[N:13]([Br:18])[C:14](=[O:15])[CH2:16][CH2:17]1.[O:19]=[CH:20][N:21]([CH3:22])[CH3:23]>>[Cl:1][c:2]1[cH:3][c:4]2[n:5]([cH:6][cH:7]1)[c:8]([Br:18])[cH:9][n:10]2.